Dataset: the Open Reaction Database (ORD), a public repository of structured organic reaction records. Task: describe an organic reaction: reactants, conditions, products, and yield The reactants are C(CC)(=O)Cl (propionyl chloride), Cl.Cl.C1=C2[C@@H]3[C@H](CN4C2=C(C=C1)CCC4)CNC3 ((±) -cis-5,6,8,8a,9,10,11,11a-octahydro-4H-pyrido[3,2,1-ij]pyrrolo[3,4-c]quinoline, bis-hydrochloride salt). Yields the product Cl.Cl.C(CC)N1C[C@H]2CN3C4=C(C=CC=C4[C@H]2C1)CCC3 ((±)-cis-10-propyl-5,6,8,8a,9,10,11,11a-octahydro-4H-pyrido[3,2,1-ij]pyrrolo[3,4-c]quinoline, bis-hydrochloride salt). RXN SMILES: [C:1]([Cl:5])(=O)[CH2:2][CH3:3].[ClH:6].Cl.[CH:8]1[CH:17]=[CH:16][C:15]2[CH2:18][CH2:19][CH2:20][N:13]3[C:14]=2[C:9]=1[C@H:10]1[CH2:23][NH:22][CH2:21][C@H:11]1[CH2:12]3>>[ClH:5].[ClH:6].[CH2:1]([N:22]1[CH2:23][C@H:10]2[C@H:11]([CH2:12][N:13]3[CH2:20][CH2:19][CH2:18][C:15]4[CH:16]=[CH:17][CH:8]=[C:9]2[C:14]3=4)[CH2:21]1)[CH2:2][CH3:3] |f:1.2.3,4.5.6|. Reported procedure: Using propionyl chloride and following the procedures described in EXAMPLE 102, (±)-cis-5,6,8,8a,9,10,11,11a-octahydro-4H-pyrido[3,2,1-ij]pyrrolo[3,4-c]quinoline free base from EXAMPLE 11 was converted into the title compound of EXAMPLE 103 as an off-white powder. 1H NMR (dmso-D6) δ: 11.10 (broad s, 1H), 6.90-6.77 (m, 2H), 6.63-6.55 (m, 1H), 3.99-3.90 (m, 1H), 3.85-3.75 (m, 1H), 3.67-3.58 (m, 1H), 3.50-3.35 (m, 2H), 3.15-2.93 (m, 4H), 2.90-2.75 (m, 3H), 2.70-2.63 (m, 2H), 1.95-1.85 (m, 2H), 1.70...